Task: describe an organic reaction: reactants, conditions, products, and yield. Dataset: the Open Reaction Database (ORD), a public repository of structured organic reaction records Starting materials: CN1N=NN=C1C(C1=CC=CC=C1)=NOCC1=CC=CC(=N1)NC(OC(C)(C)C)=O (tert-butyl {6-[({[(1-methyl-1H-tetrazol-5-yl)(phenyl)methylene]amino}oxy)methyl]pyridin-2-yl}carbamate), [H-].[Na+] (NaH), O (Water), BrCCC1CCCCC1 ((2-bromoethyl)cyclohexane). The solvent is CN(C)C=O (DMF), CCOC(=O)C (EtOAc). Conditions: time 1 hour. Yields the product C1(CCCCC1)CCN(C(OC(C)(C)C)=O)C1=NC(=CC=C1)CON=C(C1=CC=CC=C1)C1=NN=NN1C (tert-butyl (2-cyclohexylethyl){6-[({[(1-methyl-1H-tetrazol-5-yl)(phenyl)methylene]amino}oxy)methyl]pyridin-2-yl}carbamate). Isolated yield 106.5%. Reaction SMILES: [CH3:1][N:2]1[C:6]([C:7](=[N:14][O:15][CH2:16][C:17]2[N:22]=[C:21]([NH:23][C:24](=[O:30])[O:25][C:26]([CH3:29])([CH3:28])[CH3:27])[CH:20]=[CH:19][CH:18]=2)[C:8]2[CH:13]=[CH:12][CH:11]=[CH:10][CH:9]=2)=[N:5][N:4]=[N:3]1.[H-].[Na+].Br[CH2:34][CH2:35][CH:36]1[CH2:41][CH2:40][CH2:39][CH2:38][CH2:37]1.O>CN(C=O)C.CCOC(C)=O>[CH:36]1([CH2:35][CH2:34][N:23]([C:21]2[CH:20]=[CH:19][CH:18]=[C:17]([CH2:16][O:15][N:14]=[C:7]([C:6]3[N:2]([CH3:1])[N:3]=[N:4][N:5]=3)[C:8]3[CH:13]=[CH:12][CH:11]=[CH:10][CH:9]=3)[N:22]=2)[C:24](=[O:30])[O:25][C:26]([CH3:27])([CH3:29])[CH3:28])[CH2:41][CH2:40][CH2:39][CH2:38][CH2:37]1 |f:1.2|. Reported procedure: A stirred solution of tert-butyl {6-[({[(1-methyl-1H-tetrazol-5-yl)(phenyl)methylene]amino}oxy)methyl]pyridin-2-yl}carbamate (0.2 g, 0.488 mmol, 1 eq.) in 3 ml of dry DMF was treated with NaH (60% dispn in mineral oil, 0.020 g, 0.513 mmol, 1.05 eq.) added in one portion. After 20 mins (2-bromoethyl)cyclohexane (0.098 g, 0.513 mmol, 1.05 eq.) was added and the reaction was stirred for 1 hr. Water was added followed by EtOAc. The aqueous layer was separated and extracted with EtOAc. Then the organ...